Dataset: the Open Reaction Database (ORD), a public repository of structured organic reaction records. Task: describe an organic reaction: reactants, conditions, products, and yield Starting materials: O=C([O-])O, CC(C)(C)O, C=Cc1ccnc2c(NC(=O)c3c(Cl)cccc3Cl)cccc12, [O-][I+3]([O-])([O-])[O-], [Na+], [Na+], C1COCCO1, O. The product is O=Cc1ccnc2c(NC(=O)c3c(Cl)cccc3Cl)cccc12. Reaction SMILES: [C:30](=[O:31])([OH:32])[O-:33].[CH3:42][C:43]([OH:44])([CH3:45])[CH3:46].[Cl:1][c:2]1[c:3]([C:4](=[O:5])[NH:6][c:7]2[cH:8][cH:9][cH:10][c:11]3[c:12]([CH:17]=[CH2:18])[cH:13][cH:14][n:15][c:16]23)[c:19]([Cl:23])[cH:20][cH:21][cH:22]1.[I+3:24]([O-:25])([O-:26])([O-:27])[O-:28].[Na+:29].[Na+:34].[O:35]1[CH2:36][CH2:37][O:38][CH2:39][CH2:40]1.[OH2:41]>>[Cl:1][c:2]1[c:3]([C:4](=[O:5])[NH:6][c:7]2[cH:8][cH:9][cH:10][c:11]3[c:12]([CH:17]=[O:25])[cH:13][cH:14][n:15][c:16]23)[c:19]([Cl:23])[cH:20][cH:21][cH:22]1.